This data is from the Open Reaction Database (ORD), a public repository of structured organic reaction records. The task is: describe an organic reaction: reactants, conditions, products, and yield Starting materials: ClC1=NC2=CC(=CC=C2C(=N1)Cl)Cl (2,4,7-trichloro-quinazoline), C(C)N(CCCC(C)N)CC (N1,N1-diethyl-pentane-1,4-diamine). Yields the product ClC1=NC2=CC(=CC=C2C(=N1)NC(CCCN(CC)CC)C)Cl (N4-(2,7-dichloro-quinazolin-4-yl)-N1,N1-diethyl-pentane-1,4-diamine). RXN SMILES: [Cl:1][C:2]1[N:11]=[C:10](Cl)[C:9]2[C:4](=[CH:5][C:6]([Cl:13])=[CH:7][CH:8]=2)[N:3]=1.[CH2:14]([N:16]([CH2:23][CH3:24])[CH2:17][CH2:18][CH2:19][CH:20]([NH2:22])[CH3:21])[CH3:15]>>[Cl:1][C:2]1[N:11]=[C:10]([NH:22][CH:20]([CH3:21])[CH2:19][CH2:18][CH2:17][N:16]([CH2:23][CH3:24])[CH2:14][CH3:15])[C:9]2[C:4](=[CH:5][C:6]([Cl:13])=[CH:7][CH:8]=2)[N:3]=1. Reported procedure: Analogously to example 17, 2,4,7-trichloro-quinazoline is reacted with N1,N1-diethyl-pentane-1,4-diamine to give N4-(2,7-dichloro-quinazolin-4-yl)-N1,N1-diethyl-pentane-1,4-diamine and is further reacted Reactants: O=O (oxygen), C(CCC)S (n-butyl mercaptan), CO (methyl alcohol), [OH-].[Na+] (sodium hydroxide), O=O (oxygen), O=O (oxygen), O=O (Oxygen), mercaptan, O=O (oxygen). Run in O (water). Run at time 1 hour. Product: C(CCC)SSCCCC (di-n-butyl disulfide). Reaction SMILES: O=O.[CH2:3]([SH:7])[CH2:4][CH2:5][CH3:6].CO.[OH-].[Na+]>O>[CH2:3]([S:7][S:7][CH2:3][CH2:4][CH2:5][CH3:6])[CH2:4][CH2:5][CH3:6] |f:3.4|. Procedure details: This example illustrates the invention and shows that when the reaction liquid is circulated through a restricted area (aspirator) such that a more intimate contact with oxygen is made, the rate of reaction (rate of mercaptan conversion) is greatly increased. A 10-gallon glass-lined reactor, equipped with a Scott oxygen analyzer, reflux condenser, stirrer, thermocouple and circulating inlet tube as shown in FIG. 1 was charged with 38 pounds (0.42 pound moles) of n-butyl mercaptan, 17.2 pounds (0... Reactants: CC(=O)O[BH-](OC(C)=O)OC(C)=O, C=O, CC(Cl)Cl, COCCC1CN(C2=Nc3ccccc3Nc3ccc(C(F)(F)F)cc32)CCN1, [Na+], CC(O)CC1CNCCN1. Product: COCCC1CN(C2=Nc3ccccc3Nc3ccc(C(F)(F)F)cc32)CCN1C. Reaction SMILES: [C:42]([O:43][BH-:44]([O:45][C:46](=[O:47])[CH3:48])[O:49][C:50](=[O:51])[CH3:52])(=[O:53])[CH3:54].[CH2:1]=[O:2].[Cl:56][CH:57]([Cl:58])[CH3:59].[F:3][C:4]([c:5]1[cH:6][c:7]2[c:8]([cH:28][cH:29]1)[NH:9][c:10]1[c:11]([cH:24][cH:25][cH:26][cH:27]1)[N:12]=[C:13]2[N:14]1[CH2:15][CH:16]([CH2:20][CH2:21][O:22][CH3:23])[NH:17][CH2:18][CH2:19]1)([F:30])[F:31].[Na+:55].[OH:32][CH:33]([CH3:34])[CH2:35][CH:36]1[CH2:37][NH:38][CH2:39][CH2:40][NH:41]1>>[F:3][C:4]([c:5]1[cH:6][c:7]2[c:8]([cH:28][cH:29]1)[NH:9][c:10]1[c:11]([cH:24][cH:25][cH:26][cH:27]1)[N:12]=[C:13]2[N:14]1[CH2:15][CH:16]([CH2:20][CH2:21][O:22][CH3:23])[N:17]([CH3:33])[CH2:18][CH2:19]1)([F:30])[F:31]. Starting materials: CC1COc2c(N3CCC(NC=O)C3)c(F)cc3c(=O)c4c(=O)[nH]sc4n1c23, CC#N, Cl. Product: CC1COc2c(N3CCC(N)C3)c(F)cc3c(=O)c4c(=O)[nH]sc4n1c23, Cl. Reaction SMILES: [CH3:1][CH:2]1[CH2:3][O:4][c:5]2[c:6]3[n:7]1[c:8]1[c:9]([c:10](=[O:24])[c:11]3[cH:12][c:13]([F:23])[c:14]2[N:15]2[CH2:16][CH:17]([NH:20][CH:21]=[O:22])[CH2:18][CH2:19]2)[c:25](=[O:28])[nH:26][s:27]1.[CH3:30][C:31]#[N:32].[ClH:29]>>[CH3:1][CH:2]1[CH2:3][O:4][c:5]2[c:6]3[n:7]1[c:8]1[c:9]([c:10](=[O:24])[c:11]3[cH:12][c:13]([F:23])[c:14]2[N:15]2[CH2:16][CH:17]([NH2:20])[CH2:18][CH2:19]2)[c:25](=[O:28])[nH:26][s:27]1.[ClH:29]. The product is ClC=1C=C(C=CC1Cl)C1=NC(=NO1)CN1C=CC2=C(C(=CC=C12)C#N)C(F)(F)F (1-{[5-(3,4-Dichlorophenyl)-1,2,4-oxadiazol-3-yl]methyl}-4-(trifluoromethyl)-1H-indole-5-carbonitrile). Reaction SMILES: [C:1]([C:3]1[C:4]([C:17]([F:20])([F:19])[F:18])=[C:5]2[C:9](=[CH:10][CH:11]=1)[N:8]([CH2:12][C:13](=[NH:16])[NH:14][OH:15])[CH:7]=[CH:6]2)#[N:2].[Cl:21][C:22]1[CH:23]=[C:24]([CH:28]=[CH:29][C:30]=1[Cl:31])[C:25](O)=O>>[Cl:21][C:22]1[CH:23]=[C:24]([C:25]2[O:15][N:14]=[C:13]([CH2:12][N:8]3[C:9]4[C:5](=[C:4]([C:17]([F:19])([F:20])[F:18])[C:3]([C:1]#[N:2])=[CH:11][CH:10]=4)[CH:6]=[CH:7]3)[N:16]=2)[CH:28]=[CH:29][C:30]=1[Cl:31]. The reactants are C(#N)C=1C(=C2C=CN(C2=CC1)CC(NO)=N)C(F)(F)F (2-[5-cyano-4-(trifluoromethyl)-1H-indol-1-yl]-N-hydroxyethanimidamide), ClC=1C=C(C(=O)O)C=CC1Cl (3,4-dichlorobenzoic acid). Reported procedure: Synthesized as described in Example 72 from 2-[5-cyano-4-(trifluoromethyl)-1H-indol-1-yl]-N-hydroxyethanimidamide and 3,4-dichlorobenzoic acid: MS (ESI): m/z 437 (M+1).